Task: describe an organic reaction: reactants, conditions, products, and yield. Dataset: the Open Reaction Database (ORD), a public repository of structured organic reaction records Reactants: BrC1=CC(=C(C(=O)NC)C=C1)F (4-Bromo-2-fluoro-N-methylbenzamide), acid, C(=O)([O-])[O-].[K+].[K+] (K2CO3), CN(C)C=O (DMF), C(C)(=O)C1C(CCCC1)=O (2-Acetylcyclohexanone), C(CC(O)(C(=O)O)CC(=O)O)(=O)O (citric acid). The reagents and catalysts are [Cu]I (CuI). Run in O (water), C(C)N(CC)CC (triethylamine). Conditions: temperature 100 celsius. The product is CNC(=O)C1=C(C=C(C=C1)NC(C(=O)O)(C)C)F (2-(4-(methylcarbamoyl)-3-fluorophenylamino)-2-methylpropanoic acid). Reaction SMILES: Br[C:2]1[CH:11]=[CH:10][C:5]([C:6]([NH:8][CH3:9])=[O:7])=[C:4]([F:12])[CH:3]=1.C([O-])([O-])=O.[K+].[K+].C(C1CCCCC1=O)(=O)C.C(O)(=O)[CH2:30][C:31]([CH2:36]C(O)=O)([C:33]([OH:35])=[O:34])O.C[N:43](C=O)C>[Cu]I.O.C(N(CC)CC)C>[CH3:9][NH:8][C:6]([C:5]1[CH:10]=[CH:11][C:2]([NH:43][C:31]([CH3:36])([CH3:30])[C:33]([OH:35])=[O:34])=[CH:3][C:4]=1[F:12])=[O:7] |f:1.2.3|. Procedure: 4-Bromo-2-fluoro-N-methylbenzamide (155 mg, 0.66 mmol), isoaminobutyric acid (103 mg, 1.0 mmol), CuI (3 mg, 0.015 mmol), triethylamine (0.1 mL, catalytic amount) and K2CO3 (353 mg, 2.5 mmol) were dissolved in DMF (4 mL) and water (1 mL) stirred at RT for 5 min. 2-Acetylcyclohexanone (100 mg, 0.7 mmol) was added and the mixture heated at 100° C. for 18 h. The reaction mixture was acidified with 1 M citric acid (to pH 4) and extracted with ethyl acetate (50 mL, 2 times). The organic layer was drie... Starting materials: FC=1C=CC(=C(C1)C(CC(CNC1=C2C=NN(C2=CC(=C1)C)C=1C=C(C=CC1)C(=O)N[C@H](CO)C(=O)O)(C(F)(F)F)O)(C)C)OC (N-{[3-(4-{[4-[5-fluoro-2-(methyloxy)phenyl]-2-hydroxy-4-methyl-2-(trifluoromethyl)pentyl]amino}-6-methyl-1H-indazol-1-yl)phenyl]carbonyl}-D-serine), N (ammonia). The product is NC([C@@H](CO)NC(C1=CC(=CC=C1)N1N=CC2=C(C=C(C=C12)C)NCC(CC(C)(C)C1=C(C=CC(=C1)F)OC)(C(F)(F)F)O)=O)=O (N-[(1R)-2-Amino-1-(hydroxymethyl)-2-oxoethyl]-3-(4-{[4-[5-fluoro-2-(methloxy)phenyl]-2-hydroxy-4-methyl-2-(trifluoromethyl)pentyl]amino}-6-methyl-1H-indazol-1-yl)benzamide). As a reaction SMILES: [F:1][C:2]1[CH:3]=[CH:4][C:5]([O:45][CH3:46])=[C:6]([C:8]([CH3:44])([CH3:43])[CH2:9][C:10]([OH:42])([C:38]([F:41])([F:40])[F:39])[CH2:11][NH:12][C:13]2[CH:21]=[C:20]([CH3:22])[CH:19]=[C:18]3[C:14]=2[CH:15]=[N:16][N:17]3[C:23]2[CH:24]=[C:25]([C:29]([NH:31][C@@H:32]([C:35]([OH:37])=O)[CH2:33][OH:34])=[O:30])[CH:26]=[CH:27][CH:28]=2)[CH:7]=1.[NH3:47]>>[NH2:47][C:35](=[O:37])[C@H:32]([NH:31][C:29](=[O:30])[C:25]1[CH:26]=[CH:27][CH:28]=[C:23]([N:17]2[C:18]3[C:14](=[C:13]([NH:12][CH2:11][C:10]([OH:42])([C:38]([F:41])([F:40])[F:39])[CH2:9][C:8]([C:6]4[CH:7]=[C:2]([F:1])[CH:3]=[CH:4][C:5]=4[O:45][CH3:46])([CH3:44])[CH3:43])[CH:21]=[C:20]([CH3:22])[CH:19]=3)[CH:15]=[N:16]2)[CH:24]=1)[CH2:33][OH:34]. Procedure: Prepared similarly to Example 14 from N-{[3-(4-{[4-[5-fluoro-2-(methyloxy)phenyl]-2-hydroxy-4-methyl-2-(trifluoromethyl)pentyl]amino}-6-methyl-1H-indazol-1-yl)phenyl]carbonyl}-D-serine and ammonia. Reactants: C1CCOC1, COC(=O)Cc1ccc(Oc2ccc3[nH]c(C(F)(F)F)cc3c2NS(=O)(=O)c2ccc(C)cc2C)c(OC)c1, CO, [Li+], [OH-], O, O. Yields the product COc1cc(CC(=O)O)ccc1Oc1ccc2[nH]c(C(F)(F)F)cc2c1NS(=O)(=O)c1ccc(C)cc1C. RXN SMILES: [CH2:43]1[O:44][CH2:45][CH2:46][CH2:47]1.[CH3:1][c:2]1[c:3]([S:9](=[O:10])(=[O:11])[NH:12][c:13]2[c:14]3[cH:15][c:16]([C:36]([F:37])([F:38])[F:39])[nH:17][c:18]3[cH:19][cH:20][c:21]2[O:22][c:23]2[c:24]([O:34][CH3:35])[cH:25][c:26]([CH2:29][C:30](=[O:31])[O:32][CH3:33])[cH:27][cH:28]2)[cH:4][cH:5][c:6]([CH3:8])[cH:7]1.[CH3:48][OH:49].[Li+:41].[OH-:40].[OH2:42].[OH2:50]>>[CH3:1][c:2]1[c:3]([S:9](=[O:10])(=[O:11])[NH:12][c:13]2[c:14]3[cH:15][c:16]([C:36]([F:37])([F:38])[F:39])[nH:17][c:18]3[cH:19][cH:20][c:21]2[O:22][c:23]2[c:24]([O:34][CH3:35])[cH:25][c:26]([CH2:29][C:30](=[O:31])[OH:32])[cH:27][cH:28]2)[cH:4][cH:5][c:6]([CH3:8])[cH:7]1. Starting materials: N.N.N.N.N.N.O.O.O.O.O[Mo](=O)(=O)O.O[Mo](=O)(=O)O.O[Mo](=O)(=O)O.O=[Mo](=O)=O.O=[Mo](=O)=O.O=[Mo](=O)=O.O=[Mo](=O)=O ((NH4)6Mo7O24.4H2O), nitrates. The solvent is O (H2O). The product is N.N.N.N.N.N.O.O.O.O.O.O.O.O.O.O.O.O.O.O.O.O.O.O.O.O.O.O.O.O.[Mo].[Mo].[Mo].[Mo].[Mo].[Mo].[Mo] (ammonium heptamolybdate). As a reaction SMILES: [NH3:1].N.N.N.N.N.[OH2:7].O.O.O.[OH:11][Mo:12](O)(=O)=O.[OH:16][Mo](O)(=O)=O.[OH:21][Mo](O)(=O)=O.[O:26]=[Mo](=O)=O.O=[Mo](=O)=O.O=[Mo](=O)=O.O=[Mo](=O)=O>O>[NH3:1].[NH3:1].[NH3:1].[NH3:1].[NH3:1].[NH3:1].[OH2:11].[OH2:16].[OH2:21].[OH2:26].[OH2:7].[OH2:11].[OH2:11].[OH2:11].[OH2:11].[OH2:11].[OH2:11].[OH2:11].[OH2:11].[OH2:11].[OH2:11].[OH2:11].[OH2:11].[OH2:11].[OH2:11].[OH2:11].[OH2:11].[OH2:11].[OH2:11].[OH2:11].[Mo:12].[Mo:12].[Mo:12].[Mo:12].[Mo:12].[Mo:12].[Mo:12] |f:0.1.2.3.4.5.6.7.8.9.10.11.12.13.14.15.16,18.19.20.21.22.23.24.25.26.27.28.29.30.31.32.33.34.35.36.37.38.39.40.41.42.43.44.45.46.47.48.49.50.51.52.53.54|. Reported procedure: A first aqueous solution of ammonium heptamolybdate was prepared by dissolving 83.3 g of (NH4)6Mo7O24.4H2O in 380 ml H2O at ambient temperature; a second aqueous solution of nitrates by mixing at the ambient temperature the following three solutions: